This data is from the Open Reaction Database (ORD), a public repository of structured organic reaction records. The task is: describe an organic reaction: reactants, conditions, products, and yield Starting materials: ( d ), C(C)OC(C)=O (ethylacetate), compound ( I ), O.C1(=CC=C(C=C1)S(=O)(=O)O)C (p-toluenesulfonic acid monohydrate). The product is C=1(C(=CC=CC1)S(=O)(=O)O)C (toluenesulfonic acid). Reaction SMILES: O.[C:2]1(C)[CH:7]=[CH:6][C:5]([S:8]([OH:11])(=[O:10])=[O:9])=[CH:4][CH:3]=1.[CH2:13](OC(=O)C)C>>[C:4]1([CH3:13])[C:5]([S:8]([OH:11])(=[O:9])=[O:10])=[CH:6][CH:7]=[CH:2][CH:3]=1 |f:0.1|. Procedure: The present invention is to provide a compound (I') which comprises (d) reacting the produced compound (I) with p-toluenesulfonic acid monohydrate in the presence of ethylacetate to produce toluenesulfonic acid 1,1-dioxppenicillanoyl oxymethyl D-6-[(α-methyleneamino) phenylacetamido]-penicillanate (I') in accordance with the present invention. The reactants are FC1=C(C#N)C=CC(=C1)F (2,4-difluorobenzonitrile), C(C)OC=1C=C(C=CC1)NC(=N)C1=C(C=C(C=C1)F)F (N-(3-Ethoxyphenyl)-2,4-difluorobenzenecarboximidamide), C[Si](C)(C)[N-][Si](C)(C)C.[Na+] (sodium bis(trimethylsilyl)amide), C(C)OC=1C=C(N)C=CC1 (3-ethoxyaniline), O1CCCC1 (tetrahydrofuran). Solvent: [Cl-].[Na+].O (brine), ClCCl (dichloromethane). Reaction conditions: temperature -78 celsius, time 20 minute. The product is C(C)OC=1C=C(C=CC1)N1C(=NC(=C1)C(=O)O)C1=C(C=C(C=C1)F)F (1-(3-Ethoxyphenyl)-2-(2,4-difluorophenyl)-1H-imidazole-4-carboxylic acid). As a reaction SMILES: [CH2:1]([O:3][C:4]1[CH:5]=[C:6]([NH:10][C:11]([C:13]2[CH:18]=[CH:17][C:16]([F:19])=[CH:15][C:14]=2[F:20])=[NH:12])[CH:7]=[CH:8][CH:9]=1)[CH3:2].C[Si]([N-][Si](C)(C)C)(C)C.[Na+].C([O:33][C:34]1C=C(C=[CH:39][CH:40]=1)N)C.FC1C=C(F)C=CC=1C#N.[O:51]1CCCC1>[Cl-].[Na+].O.ClCCl>[CH2:1]([O:3][C:4]1[CH:5]=[C:6]([N:10]2[CH:39]=[C:40]([C:34]([OH:33])=[O:51])[N:12]=[C:11]2[C:13]2[CH:18]=[CH:17][C:16]([F:19])=[CH:15][C:14]=2[F:20])[CH:7]=[CH:8][CH:9]=1)[CH3:2] |f:1.2,6.7.8|. Reported procedure: N-(3-Ethoxyphenyl)-2,4-difluorobenzenecarboximidamide To a solution of 2.2 ml (4.4 mmol) of 2.0 M (in tetrahydrofuran) sodium bis(trimethylsilyl)amide in 10 mL of tetrahydrofuran at ambient temperature was added 0.52 mL (4.0 mmol) of 3-ethoxyaniline and the resulting solution was stirred for 20 min. The reaction mixture was cooled to −78° C. and then was added 0.57 ml (4.0 mmol) of 2,4-difluorobenzonitrile. The resulting mixture was stirred from −78° C. to ambient temperature for 5 hrs and then ... The reactants are COC(=O)C1CC(NC(=O)Nc2ccc(C#N)cc2)CCN1C(=O)OC(C)(C)C, C1CCOC1, CO, Cl, [Li+], [OH-], O. The product is CC(C)(C)OC(=O)N1CCC(NC(=O)Nc2ccc(C#N)cc2)CC1C(=O)O. RXN SMILES: [C:3](#[N:4])[c:5]1[cH:6][cH:7][c:8]([NH:11][C:12]([NH:13][CH:14]2[CH2:15][CH:16]([C:27](=[O:28])[O:29][CH3:30])[N:17]([C:20](=[O:21])[O:22][C:23]([CH3:24])([CH3:25])[CH3:26])[CH2:18][CH2:19]2)=[O:31])[cH:9][cH:10]1.[CH2:33]1[O:34][CH2:35][CH2:36][CH2:37]1.[CH3:38][OH:39].[ClH:32].[Li+:2].[OH-:1].[OH2:40]>>[C:3](#[N:4])[c:5]1[cH:6][cH:7][c:8]([NH:11][C:12]([NH:13][CH:14]2[CH2:15][CH:16]([C:27](=[O:28])[OH:29])[N:17]([C:20](=[O:21])[O:22][C:23]([CH3:24])([CH3:25])[CH3:26])[CH2:18][CH2:19]2)=[O:31])[cH:9][cH:10]1. Starting materials: COC(=O)c1cnc(Br)s1, C1CCC2=NCCCN2CC1, FC(F)(F)c1ccccc1OC1CCNC1, C1COCCO1, O. The product is COC(=O)c1cnc(N2CCC(Oc3ccccc3C(F)(F)F)C2)s1. RXN SMILES: [Br:1][c:2]1[s:3][c:4]([C:7](=[O:8])[O:9][CH3:10])[cH:5][n:6]1.[CH2:27]1[CH2:28][CH2:29][C:30]2=[N:35][CH2:34][CH2:33][CH2:32][N:31]2[CH2:36][CH2:37]1.[F:11][C:12]([c:13]1[c:14]([O:15][CH:16]2[CH2:17][NH:18][CH2:19][CH2:20]2)[cH:21][cH:22][cH:23][cH:24]1)([F:25])[F:26].[O:38]1[CH2:39][CH2:40][O:41][CH2:42][CH2:43]1.[OH2:44]>>[c:2]1([N:18]2[CH2:17][CH:16]([O:15][c:14]3[c:13]([C:12]([F:11])([F:25])[F:26])[cH:24][cH:23][cH:22][cH:21]3)[CH2:20][CH2:19]2)[s:3][c:4]([C:7](=[O:8])[O:9][CH3:10])[cH:5][n:6]1. The reactants are Oc1cc(Br)cc(C2OCCO2)c1, CCI, [K+], [K+], O=C([O-])[O-], CN(C)C=O. Product: CCOc1cc(Br)cc(C2OCCO2)c1. RXN SMILES: [Br:1][c:2]1[cH:3][c:4]([OH:13])[cH:5][c:6]([CH:8]2[O:9][CH2:10][CH2:11][O:12]2)[cH:7]1.[CH2:20]([CH3:21])[I:22].[K+:14].[K+:15].[O-:16][C:17]([O-:18])=[O:19].[O:23]=[CH:24][N:25]([CH3:26])[CH3:27]>>[Br:1][c:2]1[cH:3][c:4]([O:13][CH2:20][CH3:21])[cH:5][c:6]([CH:8]2[O:9][CH2:10][CH2:11][O:12]2)[cH:7]1. The reactants are CC(=O)OC(C)=O, CC(C)(CO)CSC#N, c1ccncc1. The product is CC(=O)OCC(C)(C)CSC#N. RXN SMILES: [CH3:10][C:11](=[O:12])[O:13][C:14](=[O:15])[CH3:16].[OH:1][CH2:2][C:3]([CH2:4][S:5][C:6]#[N:7])([CH3:8])[CH3:9].[cH:17]1[cH:18][cH:19][n:20][cH:21][cH:22]1>>[O:1]([CH2:2][C:3]([CH2:4][S:5][C:6]#[N:7])([CH3:8])[CH3:9])[C:11]([CH3:10])=[O:12]. Starting materials: OCC(C(C)=O)(C)CO (3,3-bis(Hydroxymethyl)butanone), C1=CC=CC=C1 (benzene), COC=1C=CC(=CC1)C=O (anisaldehyde), C1(=CC=C(C=C1)S(=O)(=O)O)C (toluene-p-sulphonic acid). The solvent is O (water), O (water). Yields the product COC1=CC=C(C=C1)C1OCC(CO1)(C)C(=O)C ([2-(p-Methoxyphenyl)-5-methyl-1,3-dioxan-5-yl]methyl ketone). As a reaction SMILES: [OH:1][CH2:2][C:3]([CH2:8][OH:9])([CH3:7])[C:4](=[O:6])[CH3:5].C1C=CC=CC=1.[CH3:16][O:17][C:18]1[CH:19]=[CH:20][C:21]([CH:24]=O)=[CH:22][CH:23]=1.C1(C)C=CC(S(O)(=O)=O)=CC=1>O>[CH3:16][O:17][C:18]1[CH:19]=[CH:20][C:21]([CH:24]2[O:9][CH2:8][C:3]([C:4]([CH3:5])=[O:6])([CH3:7])[CH2:2][O:1]2)=[CH:22][CH:23]=1. Procedure details: 3,3-bis(Hydroxymethyl)butanone (39.6 g), benzene (200 ml), anisaldehyde (40.8) and toluene-p-sulphonic acid (200 mg) were heated under reflux in a Dean and Stark water trap until the theoretical amount of water had separated. The solution was concentrated in vacuo and the solid residue was crystallised from isopropyl acetate as a white crystalline solid m.p. 112°-114°, cis isomer.